From a dataset of the Open Reaction Database (ORD), a public repository of structured organic reaction records. describe an organic reaction: reactants, conditions, products, and yield Starting materials: C1(=CC=CC=C1)C(=C)C1=CC=CC=C1 (1,1-Diphenylethene), CN(C)C=O (DMF), S(=O)(=O)(Cl)Cl (sulfuryl chloride). The solvent is ice. Conditions: temperature 90 celsius. Yields the product C1(=CC=CC=C1)C(=CS(=O)(=O)Cl)C1=CC=CC=C1 (1,1-diphenylethene-2-sulfonyl chloride). The yield is 29.0%. Reaction SMILES: [C:1]1([C:7]([C:9]2[CH:14]=[CH:13][CH:12]=[CH:11][CH:10]=2)=[CH2:8])[CH:6]=[CH:5][CH:4]=[CH:3][CH:2]=1.CN(C=O)C.[S:20](Cl)([Cl:23])(=[O:22])=[O:21]>>[C:1]1([C:7]([C:9]2[CH:10]=[CH:11][CH:12]=[CH:13][CH:14]=2)=[CH:8][S:20]([Cl:23])(=[O:22])=[O:21])[CH:6]=[CH:5][CH:4]=[CH:3][CH:2]=1. Reported procedure: 1,1-Diphenylethene (11.3 mmol, 2 ml) was added to a solution of DMF (22.7 mmol, 1.75 ml) and sulfuryl chloride (19.3 mmol, 1.55 ml) at 0° C. The reaction was heated to 90° C. for 4 hr, then cooled to ambient temperature and poured into ice (500 ml). The aqueous layer was extracted with EtOAc (2×100 ml). Then the organic was dried (MgSO4) filtered and concentrated. Flash chromatography (5% EtOAc/hexane) provided 0.92 g (29% yield) of light yellow crystals.